Dataset: the Open Reaction Database (ORD), a public repository of structured organic reaction records. Task: describe an organic reaction: reactants, conditions, products, and yield The reactants are CO, CC1(C)CC(=O)Nc2ccc([N+](=O)[O-])cc21. The product is CC1(C)CC(=O)Nc2ccc(N)cc21. Reaction SMILES: [CH3:17][OH:18].[CH3:1][C:2]1([CH3:16])[CH2:3][C:4](=[O:15])[NH:5][c:6]2[cH:7][cH:8][c:9]([N+:12]([O-:13])=[O:14])[cH:10][c:11]21>>[CH3:1][C:2]1([CH3:16])[CH2:3][C:4](=[O:15])[NH:5][c:6]2[cH:7][cH:8][c:9]([NH2:12])[cH:10][c:11]21.